From a dataset of the Open Reaction Database (ORD), a public repository of structured organic reaction records. describe an organic reaction: reactants, conditions, products, and yield The reactants are FC(CI)F (1,1-difluoro-2-iodoethane), C(=O)([O-])[O-].[K+].[K+] (K2CO3), CC1(CNCC2=CC(=CC=C12)N)C (4,4-dimethyl-1,2,3,4-tetrahydroisoquinolin-7-amine), BrCCF (1-bromo-2-fluoroethane). Yields the product FCCN1CC2=CC(=CC=C2C(C1)(C)C)N (2-(2-fluoroethyl)-4,4-dimethyl-1,2,3,4-tetrahydroisoquinolin-7-amine). RXN SMILES: [F:1][CH:2](F)[CH2:3]I.[CH3:6][C:7]1([CH3:18])[C:16]2[C:11](=[CH:12][C:13]([NH2:17])=[CH:14][CH:15]=2)[CH2:10][NH:9][CH2:8]1.BrCCF.C([O-])([O-])=O.[K+].[K+]>>[F:1][CH2:2][CH2:3][N:9]1[CH2:8][C:7]([CH3:6])([CH3:18])[C:16]2[C:11](=[CH:12][C:13]([NH2:17])=[CH:14][CH:15]=2)[CH2:10]1 |f:3.4.5|. Procedure details: The title compound was prepared as described in Example 224B, substituting Example 224A and 1,1-difluoro-2-iodoethane with 4,4-dimethyl-1,2,3,4-tetrahydroisoquinolin-7-amine and 1-bromo-2-fluoroethane, respectively, and using 2.5 equivalent of K2CO3. Product: O=S1(N(CCN1C)CC1=CC=C(C=C1)NN)=O (4-[(1,1-Dioxo-5-methyl-1,2,5-thiadiazolidin-2-yl)methyl]-phenylhydrazine). Conditions: temperature -10 celsius, time 10 minute. Solvent: O (water), Cl (hydrochloric acid), Cl (hydrochloric acid), O (water). Starting materials: N(=O)[O-].[Na+] (sodium nitrite), O.O.[Sn](Cl)Cl (tin (II) chloride dihydrate), Cl.NC1=CC=C(CN2S(N(CC2)C)(=O)=O)C=C1 (2-(4-Aminobenzyl)-5-methyl-1,2,5-thiadiazolidine-1,1-dioxide. Hydrochloride). The yield is 35.2%. Reaction SMILES: Cl.[NH2:2][C:3]1[CH:17]=[CH:16][C:6]([CH2:7][N:8]2[CH2:12][CH2:11][N:10]([CH3:13])[S:9]2(=[O:15])=[O:14])=[CH:5][CH:4]=1.[N:18]([O-])=O.[Na+].O.O.[Sn](Cl)Cl>Cl.O>[O:14]=[S:9]1(=[O:15])[N:10]([CH3:13])[CH2:11][CH2:12][N:8]1[CH2:7][C:6]1[CH:5]=[CH:4][C:3]([NH:2][NH2:18])=[CH:17][CH:16]=1 |f:0.1,2.3,4.5.6|. Procedure details: To a cooled (-10° C.) and stirred suspension of the product from Step 2 (20 g, 72.0 mmol) in concentrated hydrochloric acid (100 ml) and water (10 ml) was added dropwise a solution of sodium nitrite (5.22 g, 75.6 mmol) in water (40 ml) at such a rate as to maintain the temperature below -5° C. (ca 20 minutes). After a further 10 minutes, the mixture was quickly filtered to remove solids and the filtrate was added portionwise to a cooled (-15° C.) and stirred solution of tin (II) chloride dihydra...